The task is: describe an organic reaction: reactants, conditions, products, and yield. This data is from the Open Reaction Database (ORD), a public repository of structured organic reaction records. The reactants are [N+](=O)([O-])C1=CC=CC=C1 (nitrobenzene), C1=CC(=CC=C1N)N (p-phenylenediamine), NC(=O)N (urea). The product is N(=O)C1=CC=C(N)C=C1 (4-nitrosoaniline), [N+](=O)([O-])C1=CC=C(N)C=C1 (4-nitroaniline). Reaction SMILES: [CH:1]1[C:6]([NH2:7])=[CH:5][CH:4]=[C:3]([NH2:8])[CH:2]=1.N[C:10]([NH2:12])=[O:11].[N+:13]([C:16]1[CH:21]=[CH:20]C=[CH:18][CH:17]=1)([O-:15])=[O:14]>>[N:7]([C:6]1[CH:5]=[CH:4][C:3]([NH2:8])=[CH:2][CH:1]=1)=[O:11].[N+:13]([C:16]1[CH:21]=[CH:20][C:10]([NH2:12])=[CH:18][CH:17]=1)([O-:15])=[O:14]. Procedure details: To achieve the above object, there is provided a method of preparing p-phenylenediamine including the steps of: reacting urea and nitrobenzene with a base in the presence of a polar solvent to yield 4-nitrosoaniline and 4-nitroaniline; and subsequently, diluting the resulting mixed solution in an alcohol and performing hydrogenation using a catalyst.